This data is from the Open Reaction Database (ORD), a public repository of structured organic reaction records. The task is: describe an organic reaction: reactants, conditions, products, and yield Product: C(C)N1N=CC(=C1O)C(C1=C(C(=C(C=C1)S(=O)(=O)C)N1CC(OCC1)O)Cl)=O (1-Ethyl-4-(2-chloro-3-(2-hydroxymorpholin-4-yl)-4-methylsulfonylbenzoyl)-5-hydroxypyrazole). Solvent: ClCCl (dichloromethane), ClCCl (dichloromethane). Reaction SMILES: [CH2:1]([N:3]1[C:7]([OH:8])=[C:6]([C:9](=[O:28])[C:10]2[CH:15]=[CH:14][C:13]([S:16]([CH3:19])(=[O:18])=[O:17])=[C:12]([N:20]3[CH2:25][CH2:24][O:23][C:22](=[O:26])[CH2:21]3)[C:11]=2[Cl:27])[CH:5]=[N:4]1)[CH3:2].[H-].C([Al+]CC(C)C)C(C)C>ClCCl>[CH2:1]([N:3]1[C:7]([OH:8])=[C:6]([C:9](=[O:28])[C:10]2[CH:15]=[CH:14][C:13]([S:16]([CH3:19])(=[O:18])=[O:17])=[C:12]([N:20]3[CH2:25][CH2:24][O:23][CH:22]([OH:26])[CH2:21]3)[C:11]=2[Cl:27])[CH:5]=[N:4]1)[CH3:2] |f:1.2|. The reactants are solution, [H-].C(C(C)C)[Al+]CC(C)C (diisobutylaluminum hydride), C(C)N1N=CC(=C1O)C(C1=C(C(=C(C=C1)S(=O)(=O)C)N1CC(OCC1)=O)Cl)=O (1-ethyl-4-(2-chloro-3-(morpholin-2-on-4-yl)-4-methylsulfonylbenzoyl)-5-hydroxypyrazole). Procedure: A solution of 1.38 g (3.22 mmol) of 1-ethyl-4-(2-chloro-3-(morpholin-2-on-4-yl)-4-methylsulfonylbenzoyl)-5-hydroxypyrazole in 200 mL of dichloromethane was cooled to -78° C. and treated dropwise with stirring with 7.0 mL (7.0 mmol) of a 1M solution of diisobutylaluminum hydride in dichloromethane. After 15 min, the reaction was quenched with 5 mL of methanol and 100 mL of 1N aqueous hydrochloric acid and was then allowed to warm to room temperature with vigorous stirring for 30 min. The layers w... Conditions: time 15 minute. Starting materials: [BH4-].[Na+] (sodium borohydride), CCOCC (ether), C(C)(=O)NC1C(C2=CC(=CC=C2CC1)OC)=O (2-acetamido-7-methoxy-3,4-dihydronaphthalen 1(2H)-one), [BH4-].[Na+] (sodium borohydride), C(C)(=O)O (acetic acid). Solvent: C(C)O (ethanol). Conditions: time 0.5 hour. Yields the product C(C)(=O)N[C@H]1[C@@H](C2=CC(=CC=C2CC1)OC)O (trans-2-Acetamido-7-methoxy-1,2,3,4,-tetrahydronaphthalen-1-ol). Isolated yield 35.0%. As a reaction SMILES: [C:1]([NH:4][CH:5]1[CH2:14][CH2:13][C:12]2[C:7](=[CH:8][C:9]([O:15][CH3:16])=[CH:10][CH:11]=2)[C:6]1=[O:17])(=[O:3])[CH3:2].[BH4-].[Na+].C(O)(=O)C.CCOCC>C(O)C>[C:1]([NH:4][C@@H:5]1[CH2:14][CH2:13][C:12]2[C:7](=[CH:8][C:9]([O:15][CH3:16])=[CH:10][CH:11]=2)[C@H:6]1[OH:17])(=[O:3])[CH3:2] |f:1.2|. Procedure details: To a stirred solution of 2-acetamido-7-methoxy-3,4-dihydronaphthalen 1(2H)-one in absolute ethanol (100 ml) was added sodium borohydride (1.6 gms, 0.04 m) in portions. After stirring for 1/2 hour, acetic acid was added to decompose any excess sodium borohydride. The reaction mixture was poured onto water (150 ml) and this was extracted with ethyl acetate (3×150). The ethyl acetate was washed with aqueous saturated sodium chloride, and was dried over anhydrous sodium sulfate. After filtration, th... The reactants are BrC=1C(=CC=2C(CC=C(C2C1)C(C)C)(C)C)O (3-bromo-5-isopropyl-8,8-dimethyl-7,8-dihydronaphthalen-2-ol), BrC=1C(=CC=2C(CC=C(C2C1)C(C)C)(C)C)O (3-bromo-5-isopropyl-8,8-dimethyl-7,8-dihydronaphthalen-2-ol), ICC (iodoethane). Yields the product BrC=1C=C2C(=CCC(C2=CC1OCC)(C)C)C(C)C (6-Bromo-7-ethoxy-4-isopropyl-1,1-dimethyl-1,2-dihydronaphthalene). The yield is 37.0%. RXN SMILES: [Br:1][C:2]1[C:3]([OH:17])=[CH:4][C:5]2[C:6]([CH3:16])([CH3:15])[CH2:7][CH:8]=[C:9]([CH:12]([CH3:14])[CH3:13])[C:10]=2[CH:11]=1.I[CH2:19][CH3:20]>>[Br:1][C:2]1[CH:11]=[C:10]2[C:5](=[CH:4][C:3]=1[O:17][CH2:19][CH3:20])[C:6]([CH3:15])([CH3:16])[CH2:7][CH:8]=[C:9]2[CH:12]([CH3:13])[CH3:14]. Procedure details: Following General Procedure O, 3-bromo-5-isopropyl-8,8-dimethyl-7,8-dihydronaphthalen-2-ol (Compound 97, 0.40 g, 1.3 mmol) was reacted with iodoethane to afford 0.16 g (37%) of the title compound as a yellow oil. The reactants are ClCCl, N#Cc1ccccc1N, O=C1CCC(=O)N1Br. Yields the product N#Cc1cc(Br)ccc1N. RXN SMILES: [Cl:18][CH2:19][Cl:20].[NH2:1][c:2]1[c:3]([C:4]#[N:5])[cH:6][cH:7][cH:8][cH:9]1.[O:10]=[C:11]1[N:12]([Br:17])[C:13](=[O:14])[CH2:15][CH2:16]1>>[NH2:1][c:2]1[c:3]([C:4]#[N:5])[cH:6][c:7]([Br:17])[cH:8][cH:9]1. Reactants: BrC=1C=C(C=CC1)C(C)=O (3′-bromoacetophenone), C(=O)[O-].[NH4+] (ammonium formate), Cl (hydrochloric acid). The reagents and catalysts are C[C]1[C]([C]([C]([C]1C)C)C)C.C[C]1[C]([C]([C]([C]1C)C)C)C.Cl[Rh]Cl.Cl[Rh]Cl (dichloro(pentamethylcyclopentadienyl)rhodium(III)dimer). The solvent is O (water), CO (methanol). Product: BrC=1C=C(C=CC1)C(C)N (1-(3-bromophenyl)ethanamine). Isolated yield 0.1%. RXN SMILES: [Br:1][C:2]1[CH:3]=[C:4]([C:8](=O)[CH3:9])[CH:5]=[CH:6][CH:7]=1.C([O-])=O.[NH4+:14].Cl>CO.O.C[C]1[C](C)[C](C)[C](C)[C]1C.C[C]1[C](C)[C](C)[C](C)[C]1C.Cl[Rh]Cl.Cl[Rh]Cl>[Br:1][C:2]1[CH:3]=[C:4]([CH:8]([NH2:14])[CH3:9])[CH:5]=[CH:6][CH:7]=1 |f:1.2,6.7.8.9,^1:19,20,22,24,26,29,30,32,34,36|. Procedure details: A mixture of 3′-bromoacetophenone (2.66 mL, 20 mmol), ammonium formate (6.31 g, 100 mmol) and dichloro(pentamethylcyclopentadienyl)rhodium(III)dimer (124 mg, 0.2 mmol) in anhydrous methanol (20 mL) under an atmosphere of nitrogen was heated at reflux for 5 hours then allowed to cool to room temperature overnight. The mixture was diluted with water (20 mL), acidified to pH 2 with dilute aqueous hydrochloric acid (2M) and washed with dichloromethane (2×60 mL). The aqueous solution was basified to ... Reactants: BrC1=CC=C(CBr)C=C1 (4-bromobenzyl bromide), N=S(=O)(N1CCCC1)C (Imino(methyl)pyrrolidin-1-yl-λ6-sulfanone), [H-].[K+] (potassium hydride). Reagents/catalysts: [Cl-].C(C1=CC=CC=C1)[N+](CC)(CC)CC (Benzyltriethylammonium chloride). Solvent: COCCOC (1,2-dimethoxyethane). Reaction conditions: time 15 minute. Product: BrC1=CC=C(C=C1)CN=S(N1CCCC1)(=O)C ([(4-Bromophenyl)methyl][methyl(oxo)pyrrolidin-1-yl-λ6-sulfanylidene]amine). As a reaction SMILES: [NH:1]=[S:2]([CH3:9])([N:4]1[CH2:8][CH2:7][CH2:6][CH2:5]1)=[O:3].[H-].[K+].[Br:12][C:13]1[CH:20]=[CH:19][C:16]([CH2:17]Br)=[CH:15][CH:14]=1>COCCOC.[Cl-].C([N+](CC)(CC)CC)C1C=CC=CC=1>[Br:12][C:13]1[CH:20]=[CH:19][C:16]([CH2:17][N:1]=[S:2]([CH3:9])(=[O:3])[N:4]2[CH2:8][CH2:7][CH2:6][CH2:5]2)=[CH:15][CH:14]=1 |f:1.2,5.6|. Procedure details: Imino(methyl)pyrrolidin-1-yl-λ6-sulfanone (80 mg) is added to potassium hydride (87 mg) in 1,2-dimethoxyethane (2 mL) under an argon atmosphere and the resulting mixture is stirred for 15 min at room temperature. Benzyltriethylammonium chloride (7 mg) and 4-bromobenzyl bromide (148 mg) are added and the mixture is stirred overnight at room temperature. The reaction mixture is cooled in an ice bath and quenched with saturated aqueous NH4Cl solution. The mixture is diluted with diethyl ether and e... Starting materials: CCC(C)C(C(=O)OC(C)(C)C)N1CCN(Cc2cccc(C)n2)C1=O, ClCCl, O=C(O)C(F)(F)F. The product is CCC(C)C(C(=O)O)N1CCN(Cc2cccc(C)n2)C1=O. RXN SMILES: [CH3:1][CH:2]([CH:3]([C:4](=[O:5])[O:6][C:7]([CH3:8])([CH3:9])[CH3:10])[N:11]1[C:12](=[O:24])[N:13]([CH2:16][c:17]2[n:18][c:19]([CH3:23])[cH:20][cH:21][cH:22]2)[CH2:14][CH2:15]1)[CH2:25][CH3:26].[Cl:27][CH2:28][Cl:29].[OH:30][C:31]([C:32]([F:33])([F:34])[F:35])=[O:36]>>[CH3:1][CH:2]([CH:3]([C:4](=[O:5])[OH:6])[N:11]1[C:12](=[O:24])[N:13]([CH2:16][c:17]2[n:18][c:19]([CH3:23])[cH:20][cH:21][cH:22]2)[CH2:14][CH2:15]1)[CH2:25][CH3:26].